This data is from the Open Reaction Database (ORD), a public repository of structured organic reaction records. The task is: describe an organic reaction: reactants, conditions, products, and yield Starting materials: C1(CC1)NC(C1=CC(=C(C(=C1)F)C)C=1C=C2C(=CN(C(C2=CC1)=O)CC1CC1)C=O)=O (N-Cyclopropyl-3-(2-(cyclopropylmethyl)-4-formyl-1-oxo-1,2-dihydroisoquinolin-6-yl)-5-fluoro-4-methylbenzamide), [C@@H]12N(C[C@@H](NC1)C2)C(=O)OC(C)(C)C ((1S,4S)-2,5-diaza-bicyclo[2.2.1]heptane-2-carboxylic acid, tert-butyl ester). Product: [C@@H]12N(C[C@@H](NC1)C2)CC2=CN(C(C1=CC=C(C=C21)C=2C=C(C(=O)NC1CC1)C=C(C2C)F)=O)CC2CC2 (3-(4-((1S,4S)-2,5-Diazabicyclo[2.2.1]heptan-2-ylmethyl)-2-(cyclopropylmethyl)-1-oxo-1,2-dihydroisoquinolin-6-yl)-N-cyclopropyl-5-fluoro-4-methylbenzamide). Reaction SMILES: [CH:1]1([NH:4][C:5](=[O:31])[C:6]2[CH:11]=[C:10]([F:12])[C:9]([CH3:13])=[C:8]([C:14]3[CH:15]=[C:16]4[C:21](=[CH:22][CH:23]=3)[C:20](=[O:24])[N:19]([CH2:25][CH:26]3[CH2:28][CH2:27]3)[CH:18]=[C:17]4[CH:29]=O)[CH:7]=2)[CH2:3][CH2:2]1.[C@H:32]12[CH2:38][C@H:35]([NH:36][CH2:37]1)[CH2:34][N:33]2C(OC(C)(C)C)=O>>[C@H:32]12[CH2:38][C@H:35]([NH:36][CH2:37]1)[CH2:34][N:33]2[CH2:29][C:17]1[C:16]2[C:21](=[CH:22][CH:23]=[C:14]([C:8]3[CH:7]=[C:6]([CH:11]=[C:10]([F:12])[C:9]=3[CH3:13])[C:5]([NH:4][CH:1]3[CH2:3][CH2:2]3)=[O:31])[CH:15]=2)[C:20](=[O:24])[N:19]([CH2:25][CH:26]2[CH2:27][CH2:28]2)[CH:18]=1. Procedure: The title compound was prepared as a solid according to the method of Example 81 using the product of Example 75 step i) and (1S,4S)-2,5-diaza-bicyclo[2.2.1]heptane-2-carboxylic acid, tert-butyl ester. Starting materials: O=S1(CCN(CC1)CCNS(=O)(=O)C1=C(C=CC=C1)[N+](=O)[O-])=O (N-(2-(1,1-dioxido-4-thiomorpholinyl)ethyl)-2-nitrobenzenesulfonamide), C(C)(=O)OCC (ethyl acetate), C([O-])([O-])=O.[Cs+].[Cs+] (cesium carbonate), BrCCO[Si](C)(C)C(C)(C)C ((2-bromoethoxy)(tert-butyl)dimethylsilane). Solvent: CN(C)C=O (DMF), O (water). Reaction conditions: time 30 minute. The product is [Si](C)(C)(C(C)(C)C)OCCN(S(=O)(=O)C1=C(C=CC=C1)[N+](=O)[O-])CCN1CCS(CC1)(=O)=O (N-(2-((tert-butyl(dimethyl)silyl)oxy)ethyl)-N-(2-(1,1-dioxido-4-thiomorpholinyl)ethyl)-2-nitrobenzenesulfonamide). The yield is 97.6%. As a reaction SMILES: [O:1]=[S:2]1(=[O:23])[CH2:7][CH2:6][N:5]([CH2:8][CH2:9][NH:10][S:11]([C:14]2[CH:19]=[CH:18][CH:17]=[CH:16][C:15]=2[N+:20]([O-:22])=[O:21])(=[O:13])=[O:12])[CH2:4][CH2:3]1.C(=O)([O-])[O-].[Cs+].[Cs+].Br[CH2:31][CH2:32][O:33][Si:34]([C:37]([CH3:40])([CH3:39])[CH3:38])([CH3:36])[CH3:35].C(OCC)(=O)C>CN(C=O)C.O>[Si:34]([O:33][CH2:32][CH2:31][N:10]([CH2:9][CH2:8][N:5]1[CH2:6][CH2:7][S:2](=[O:1])(=[O:23])[CH2:3][CH2:4]1)[S:11]([C:14]1[CH:19]=[CH:18][CH:17]=[CH:16][C:15]=1[N+:20]([O-:22])=[O:21])(=[O:12])=[O:13])([C:37]([CH3:40])([CH3:39])[CH3:38])([CH3:36])[CH3:35] |f:1.2.3|. Reported procedure: N-(2-(1,1-dioxido-4-thiomorpholinyl)ethyl)-2-nitrobenzenesulfonamide (0.400 g, 1.10 mmol) was combined with cesium carbonate (0.538 g, 1.65 mmol) in DMF (5 mL). The slurry was stirred at rt for 30 min, then to it was added (2-bromoethoxy)(tert-butyl)dimethylsilane (0.527 g, 2.20 mmol). The resulting mixture was stirred at rt for 18 h. Dilution with ethyl acetate (60 mL) and water (40 mL) followed by shaking gave a separation of phases. The organic phase was isolated, washed with water (2×30 mL) ... The reactants are aqueous solution, [OH-].[Li+] (lithium hydroxide), CS(=O)(=O)N1CCN(CC1)[C@H](C(=O)OC)CNC(C1=CC=C(C=C1)OC)=O (methyl (S)-2-(4-methanesulphonylpiperazin-1-yl)-3-(4-methoxybenzoyl-amino)propanoate). Solvent: O1CCCC1 (tetrahydrofuran), O (water). Reaction conditions: time 20 hour. Yields the product CS(=O)(=O)N1CCN(CC1)[C@H](C(=O)O)CNC(C1=CC=C(C=C1)OC)=O ((S)-2-(4-methanesulphonylpiperazin-1-yl)-3-(4-methoxybenzoyl-amino)propanoic acid). The yield is 70.4%. Reaction SMILES: [OH-].[Li+].[CH3:3][S:4]([N:7]1[CH2:12][CH2:11][N:10]([C@@H:13]([CH2:18][NH:19][C:20](=[O:29])[C:21]2[CH:26]=[CH:25][C:24]([O:27][CH3:28])=[CH:23][CH:22]=2)[C:14]([O:16]C)=[O:15])[CH2:9][CH2:8]1)(=[O:6])=[O:5]>O1CCCC1.O>[CH3:3][S:4]([N:7]1[CH2:8][CH2:9][N:10]([C@@H:13]([CH2:18][NH:19][C:20](=[O:29])[C:21]2[CH:22]=[CH:23][C:24]([O:27][CH3:28])=[CH:25][CH:26]=2)[C:14]([OH:16])=[O:15])[CH2:11][CH2:12]1)(=[O:5])=[O:6] |f:0.1|. Procedure details: 1 ml (1 mmol) of an aqueous solution of lithium hydroxide having a concentration of 1N is added to a solution of 260 mg (0.7 mmol) of methyl (S)-2-(4-methanesulphonylpiperazin-1-yl)-3-(4-methoxybenzoyl-amino)propanoate in 8 ml of tetrahydrofuran and 1 ml of water. The reaction medium is stirred at ambient temperature for 20 h. The solvents are concentrated under vacuum, the reaction medium is brought to pH=6 with an aqueous solution of acetic acid having a concentration of 1N. The product precip... Reactants: [H-].[Na+] (NaH), C(C)OC(C(C(C)C)OC1=C2C=C(NC2=CC=C1)C)=O (3-Methyl-2-(2-methyl-1H-indol-4-yloxy)-butyric acid ethyl ester), BrC(CCCCCCCCCCC)Br (dibromododecane). The solvent is CN(C)C=O (DMF), C(C)(=O)OCC (ethyl acetate). Reaction conditions: time 18 hour. The product is C(C)OC(C(C(C)C)OC1=C2C=C(N(C2=CC=C1)CCCCCCCCCCCCBr)C)=O (2-[1-(12-Bromo-dodecyl)-2-methyl-1H-indol-4-yloxy]-3-methylbutyric acid ethyl ester). Reaction SMILES: [H-].[Na+].[CH2:3]([O:5][C:6](=[O:22])[CH:7]([O:11][C:12]1[CH:20]=[CH:19][CH:18]=[C:17]2[C:13]=1[CH:14]=[C:15]([CH3:21])[NH:16]2)[CH:8]([CH3:10])[CH3:9])[CH3:4].[Br:23][CH:24](Br)[CH2:25][CH2:26][CH2:27][CH2:28][CH2:29][CH2:30][CH2:31][CH2:32][CH2:33][CH2:34][CH3:35]>CN(C=O)C.C(OCC)(=O)C>[CH2:3]([O:5][C:6](=[O:22])[CH:7]([O:11][C:12]1[CH:20]=[CH:19][CH:18]=[C:17]2[C:13]=1[CH:14]=[C:15]([CH3:21])[N:16]2[CH2:35][CH2:34][CH2:33][CH2:32][CH2:31][CH2:30][CH2:29][CH2:28][CH2:27][CH2:26][CH2:25][CH2:24][Br:23])[CH:8]([CH3:9])[CH3:10])[CH3:4] |f:0.1|. Procedure details: To a mixture of NaH (60% in mineral oil, 0.42 g, 10 mmole) in anhydrous DMF (20 mL), 3-methyl-2-(2-methyl-1H-indol-4-yloxy)-butyric acid ethyl ester (2) (1.88 g, 7.0 mmole) and dibromododecane (2.30 g, 7.0 mmole) were added. The mixture was stirred at room temperature for 18 h. The reaction was diluted with ethyl acetate (50 mL) and washed with water (3×30 mL). The organic layer was separated, dried over sodium sulphate and concentrated. The residue was purified by column chromatography (10:1 He... Reactants: OC=1C(=C(SC1C(=O)OC)C(=O)OC)C (dimethyl 4-hydroxy-3-methyl-2,5-thiophene dicarboxylate), C([O-])([O-])=O.[K+].[K+] (potassium carbonate), S(=O)(=O)(OC)OC (Dimethyl sulphate). The solvent is CC(=O)C (acetone). Reaction conditions: time 1 hour. The product is COC1=C(SC(=C1C)C(=O)OC)C(=O)OC (Dimethyl 3-methoxy-4-methyl-2,5-thiophene dicarboxylate). Reaction SMILES: [OH:1][C:2]1[C:3]([CH3:15])=[C:4]([C:11]([O:13][CH3:14])=[O:12])[S:5][C:6]=1[C:7]([O:9][CH3:10])=[O:8].[C:16](=O)([O-])[O-].[K+].[K+].S(OC)(OC)(=O)=O>CC(C)=O>[CH3:16][O:1][C:2]1[C:3]([CH3:15])=[C:4]([C:11]([O:13][CH3:14])=[O:12])[S:5][C:6]=1[C:7]([O:9][CH3:10])=[O:8] |f:1.2.3|. Procedure: A solution of dimethyl 4-hydroxy-3-methyl-2,5-thiophene dicarboxylate (4.26 g) in acetone (100 ml) containing anhydrous potassium carbonate (2.34 g) was stirred for 1 hour at room temperature. Dimethyl sulphate (1.62 ml) was added and the solution refluxed for 2 hours. The solvent was then removed under vacuum and, after treating the residue with water-ethyl acetate, was extracted several times with ethyl acetate; the organic extracts were collected, washed with water, dried over anhydrous magne... Yields the product COc1cc2c(=O)[nH]cnc2cc1OCc1ccncc1. Reaction SMILES: [CH3:1][O:2][c:3]1[cH:4][c:5]2[c:6]([O:21][c:22]3[cH:23][cH:24][cH:25][cH:26][cH:27]3)[n:7][cH:8][n:9][c:10]2[cH:11][c:12]1[O:13][CH2:14][c:15]1[cH:16][cH:17][n:18][cH:19][cH:20]1.[ClH:29].[NH3:28]>>[CH3:1][O:2][c:3]1[cH:4][c:5]2[c:6](=[O:21])[nH:7][cH:8][n:9][c:10]2[cH:11][c:12]1[O:13][CH2:14][c:15]1[cH:16][cH:17][n:18][cH:19][cH:20]1. Reactants: COc1cc2c(Oc3ccccc3)ncnc2cc1OCc1ccncc1, Cl, N.